From a dataset of the Open Reaction Database (ORD), a public repository of structured organic reaction records. describe an organic reaction: reactants, conditions, products, and yield Reactants: C(=O)C=1C=CC(=NC1O)N1CCN(CCC1)C(=O)OC(C)(C)C (tert-butyl 4-(5-formyl-6-hydroxypyridin-2-yl)-1,4-diazepane-1-carboxylate), N1CCCCC1 (piperidine), C(C)(=O)O (acetic acid), CC=1N=C(C=2N(C1)C=C(N2)CC(=O)OCC)C (ethyl 2-(6,8-dimethylimidazo[1,2-a]pyrazin-2-yl)acetate). Solvent: CCO (EtOH). Conditions: temperature 150 celsius, time 2 hour. Product: CC=1N=C(C=2N(C1)C=C(N2)C2=CC=1C(=NC(=CC1)N1CCN(CCC1)C(=O)OC(C)(C)C)OC2=O)C (tert-butyl 4-(3-(6,8-dimethylimidazo[1,2-a]pyrazin-2-yl)-2-oxo-2H-pyrano[2,3-b]pyridin-7-yl)-1,4-diazepane-1-carboxylate). As a reaction SMILES: [CH:1]([C:3]1[CH:4]=[CH:5][C:6]([N:10]2[CH2:16][CH2:15][CH2:14][N:13]([C:17]([O:19][C:20]([CH3:23])([CH3:22])[CH3:21])=[O:18])[CH2:12][CH2:11]2)=[N:7][C:8]=1[OH:9])=O.N1CCCCC1.C(O)(=O)C.[CH3:34][C:35]1[N:36]=[C:37]([CH3:50])[C:38]2[N:39]([CH:41]=[C:42]([CH2:44][C:45](OCC)=[O:46])[N:43]=2)[CH:40]=1>CCO>[CH3:34][C:35]1[N:36]=[C:37]([CH3:50])[C:38]2[N:39]([CH:41]=[C:42]([C:44]3[C:45](=[O:46])[O:9][C:8]4=[N:7][C:6]([N:10]5[CH2:16][CH2:15][CH2:14][N:13]([C:17]([O:19][C:20]([CH3:23])([CH3:22])[CH3:21])=[O:18])[CH2:12][CH2:11]5)=[CH:5][CH:4]=[C:3]4[CH:1]=3)[N:43]=2)[CH:40]=1. Procedure details: To a solution of tert-butyl 4-(5-formyl-6-hydroxypyridin-2-yl)-1,4-diazepane-1-carboxylate (225 mg, 0.7 mmol) in 3 mL of EtOH were treated with piperidine (119.2 mg, 1.4 mmol), acetic acid (252 mg, 4.2 mmol) and ethyl 2-(6,8-dimethylimidazo[1,2-a]pyrazin-2-yl)acetate (196 mg, 0.84 mmol) at room temperature. The reaction mixture was stirred in microwave reactor at 150° C. for 2 hours. The mixture was concentrated, quenched with a saturated NaHCO3 solution and extracted with dichloromethane three ... Yields the product C(\C=C/C(=O)O)(=O)O.C(C)N1C[C@H]([C@@H](C1)NC1C2=C(CCC3=C1C=CC=C3)C=CC=C2)O (Trans-1-ethyl-4-[(10,11-dihydro-5H-dibenzo[a,d]cyclohepten-5-yl)amino]-3-pyrrolidinol (Z)-Butenedioate). Procedure details: A mixture of 7.5 g (0.036 mole) of 5-amino-10,11-dihydro-5H-dibenzo[a,d]cycloheptene, 4.1 g (0.036 mole) of n-ethyl-3,4-epoxypyrrolidine and 2 drops concentrated hydrochloric acid was heated at 140° C. under a nitrogen atmosphere overnight. The residue was converted to the maleate. The salt was recrystallized twice from isopropyl alcohol, converted to the base, reconverted to the maleate, and recrystallized from isopropyl alcohol to yield 1.4 g. (7%) of white solid, m.p. 132°-135° C. Starting materials: white solid, NC1C2=C(CCC3=C1C=CC=C3)C=CC=C2 (5-amino-10,11-dihydro-5H-dibenzo[a,d]cycloheptene), C(C)N1CC2C(C1)O2 (n-ethyl-3,4-epoxypyrrolidine), C(\C=C/C(=O)[O-])(=O)[O-] (maleate). Reagents/catalysts: Cl (hydrochloric acid). Reaction SMILES: [NH2:1][CH:2]1[C:8]2[CH:9]=[CH:10][CH:11]=[CH:12][C:7]=2[CH2:6][CH2:5][C:4]2[CH:13]=[CH:14][CH:15]=[CH:16][C:3]1=2.[CH2:17]([N:19]1[CH2:23][CH:22]2[O:24][CH:21]2[CH2:20]1)[CH3:18].[C:25]([O-:32])(=[O:31])/[CH:26]=[CH:27]\[C:28]([O-:30])=[O:29]>Cl>[C:25]([OH:32])(=[O:31])/[CH:26]=[CH:27]\[C:28]([OH:30])=[O:29].[CH2:17]([N:19]1[CH2:23][C@@H:22]([NH:1][CH:2]2[C:3]3[CH:16]=[CH:15][CH:14]=[CH:13][C:4]=3[CH2:5][CH2:6][C:7]3[CH:12]=[CH:11][CH:10]=[CH:9][C:8]2=3)[C@H:21]([OH:24])[CH2:20]1)[CH3:18] |f:4.5|. Run at temperature 140 celsius. Reactants: CS(=O)(=O)c1ccc(-c2cn(CC(F)(F)F)nc2C2CCC(F)(F)CC2COCc2ccccc2)cc1, CC(=O)O, CCOC(C)=O, [H][H]. Product: CS(=O)(=O)c1ccc(-c2cn(CC(F)(F)F)nc2C2CCC(F)(F)CC2CO)cc1. Reaction SMILES: [CH2:1]([c:2]1[cH:3][cH:4][cH:5][cH:6][cH:7]1)[O:8][CH2:9][CH:10]1[CH:11]([c:18]2[n:19][n:20]([CH2:33][C:34]([F:35])([F:36])[F:37])[cH:21][c:22]2-[c:23]2[cH:24][cH:25][c:26]([S:29](=[O:30])(=[O:31])[CH3:32])[cH:27][cH:28]2)[CH2:12][CH2:13][C:14]([F:16])([F:17])[CH2:15]1.[CH3:38][C:39](=[O:40])[OH:41].[CH3:44][CH2:45][O:46][C:47](=[O:48])[CH3:49].[H:42][H:43]>>[OH:8][CH2:9][CH:10]1[CH:11]([c:18]2[n:19][n:20]([CH2:33][C:34]([F:35])([F:36])[F:37])[cH:21][c:22]2-[c:23]2[cH:24][cH:25][c:26]([S:29](=[O:30])(=[O:31])[CH3:32])[cH:27][cH:28]2)[CH2:12][CH2:13][C:14]([F:16])([F:17])[CH2:15]1. The reactants are [Al+3], COC(=O)c1ccc2c(c1)nc(CC(C)(C)C)n2CC1CC1, [H-], [H-], [H-], [H-], [Li+], C1CCOC1. Product: CC(C)(C)Cc1nc2cc(CO)ccc2n1CC1CC1. Reaction SMILES: [Al+3:2].[CH:7]1([CH2:10][n:11]2[c:12]([CH2:24][C:25]([CH3:26])([CH3:27])[CH3:28])[n:13][c:14]3[c:15]2[cH:16][cH:17][c:18]([C:20](=[O:21])[O:22][CH3:23])[cH:19]3)[CH2:8][CH2:9]1.[H-:1].[H-:4].[H-:5].[H-:6].[Li+:3].[O:29]1[CH2:30][CH2:31][CH2:32][CH2:33]1>>[CH:7]1([CH2:10][n:11]2[c:12]([CH2:24][C:25]([CH3:26])([CH3:27])[CH3:28])[n:13][c:14]3[c:15]2[cH:16][cH:17][c:18]([CH2:20][OH:21])[cH:19]3)[CH2:8][CH2:9]1.